From a dataset of the Open Reaction Database (ORD), a public repository of structured organic reaction records. describe an organic reaction: reactants, conditions, products, and yield The reactants are BrC1=CC=C(C=C1)[C@@H]1C2=C3CCC(C=C3CC[C@H]2[C@@H]2C[C@H]([C@@H]([C@@]2(C)C1)C(=O)C1CC1)C)=O ((11β,16α,17β)-11-(4-bromophenyl)-17-cyclopropylcarbonyl-16-methylestra-4,9-dien-3-one), C(CCC)[Sn](C1=NC=CC=N1)(CCCC)CCCC (2-tributylstannylpyrimidine). Conditions: temperature 110 celsius. Yields the product C1(CC1)C(=O)[C@@H]1[C@]2(C)[C@@H](C[C@H]1C)[C@@H]1CCC3=CC(CCC3=C1[C@H](C2)C2=CC=C(C=C2)C2=NC=CC=N2)=O ((11β,16α,17β)-17-cyclopropylcarbonyl-16-methyl-11-[4-(pyrimidin-2-yl)phenyl]estra-4,9-dien-3-one). Yield: 17.0%. Reaction SMILES: Br[C:2]1[CH:7]=[CH:6][C:5]([C@H:8]2[CH2:25][C@@:23]3([CH3:24])[C@@H:19]([CH2:20][C@@H:21]([CH3:31])[C@@H:22]3[C:26]([CH:28]3[CH2:30][CH2:29]3)=[O:27])[C@H:18]3[C:9]2=[C:10]2[C:15]([CH2:16][CH2:17]3)=[CH:14][C:13](=[O:32])[CH2:12][CH2:11]2)=[CH:4][CH:3]=1.C([Sn](CCCC)(CCCC)[C:38]1[N:43]=[CH:42][CH:41]=[CH:40][N:39]=1)CCC>>[CH:28]1([C:26]([C@H:22]2[C@H:21]([CH3:31])[CH2:20][C@H:19]3[C@H:18]4[C:9]([C@@H:8]([C:5]5[CH:4]=[CH:3][C:2]([C:38]6[N:43]=[CH:42][CH:41]=[CH:40][N:39]=6)=[CH:7][CH:6]=5)[CH2:25][C@:23]23[CH3:24])=[C:10]2[C:15](=[CH:14][C:13](=[O:32])[CH2:12][CH2:11]2)[CH2:16][CH2:17]4)=[O:27])[CH2:29][CH2:30]1. Procedure: According to the procedure described in example 8, (11β,16α,17β)-11-(4-bromophenyl)-17-cyclopropylcarbonyl-16-methylestra-4,9-dien-3-one and 2-tributylstannylpyrimidine were heated for four hours at 110° C. to give the title compound (17% yield). 1H NMR (400 MHz, CDCl3): δ 0.32 (s, 3H), 0.83-2.87 (m, 24H), 4.47 (d, J=7.0 Hz, 1H), 5.80 (s, 1H), 7.18 (t, J=4.7 Hz, 1H), 7.28-7.31 (m, 2H), 8.32-8.35 (m, 2H), 8.79 (d, J=4.7 Hz, 2H).